This data is from the Open Reaction Database (ORD), a public repository of structured organic reaction records. The task is: describe an organic reaction: reactants, conditions, products, and yield Reported procedure: A solution of Intermediate 131d (44.5 mg, 0.06 mmol) and piperidine (30 μL, 0.30 mmol) in THF (1 mL) was stirred at 60° C. for 20 h in a sealed tube. The mixture was concentrated in vacuo and the residue purified by MDAP (Method 7). The title product was isolated as an off-white solid (26 mg, 55%). LCMS (Method 5): Rt 3.75 min, m/z 730.7 [MH+]. 1H NMR (400 MHz, d6-DMSO): 0.91 (3H, d, J=6.3 Hz), 1.28 (9H, s), 1.31-1.37 (2H, m), 1.43-1.55 (6H, m), 1.62-1.71 (2H, m), 1.75-1.97 (4H, m), 2.00-2.17 (2... The product is C(=O)O.C(C)(C)(C)C=1C=C(N(N1)C1=CC(=CC=C1)CCN1CCCCC1)NC(=O)N[C@H]1CC[C@H](C2=CC=CC=C12)OC=1C=CC=2N(C1)C(=NN2)N2[C@H](CCCC2)C (1-{5-tert-Butyl-2-[3-(2-piperidin-1-yl-ethyl)-phenyl]-2H-pyrazol-3-yl}-3-{(1S,4R)-4-[3-((S)-2-methyl-piperidin-1-yl)-[1,2,4]triazolo[4,3-a]pyridin-6-yloxy]-1,2,3,4-tetrahydro-naphthalen-1-yl}-urea formate salt), solid. Reactants: C(C)(C)(C)C1=NN(C(=C1)NC(=O)N[C@H]1CC[C@H](C2=CC=CC=C12)OC=1C=CC=2N(C1)C(=NN2)N2[C@H](CCCC2)C)C=2C=C(C=CC2)CCOS(=O)(=O)C (Methanesulfonic acid 2-{3-[3-tert-butyl-5-(3-{(1S,4R)-4-[3-((S)-2-methyl-piperidin-1-yl)-[1,2,4]triazolo[4,3-a]pyridin-6-yloxy]-1,2,3,4-tetrahydro-naphthalen-1-yl}-ureido)-pyrazol-1-yl]-phenyl}-ethyl ester), N1CCCCC1 (piperidine), C1CCOC1 (THF). Isolated yield 55.0%. RXN SMILES: [C:1]([C:5]1[CH:9]=[C:8]([NH:10][C:11]([NH:13][C@@H:14]2[C:23]3[C:18](=[CH:19][CH:20]=[CH:21][CH:22]=3)[C@H:17]([O:24][C:25]3[CH:26]=[CH:27][C:28]4[N:29]([C:31]([N:34]5[CH2:39][CH2:38][CH2:37][CH2:36][C@@H:35]5[CH3:40])=[N:32][N:33]=4)[CH:30]=3)[CH2:16][CH2:15]2)=[O:12])[N:7]([C:41]2[CH:42]=[C:43]([CH2:47][CH2:48][O:49]S(C)(=O)=O)[CH:44]=[CH:45][CH:46]=2)[N:6]=1)([CH3:4])([CH3:3])[CH3:2].[NH:54]1[CH2:59][CH2:58][CH2:57][CH2:56][CH2:55]1.C1C[O:63]CC1>>[CH:48]([OH:49])=[O:63].[C:1]([C:5]1[CH:9]=[C:8]([NH:10][C:11]([NH:13][C@@H:14]2[C:23]3[C:18](=[CH:19][CH:20]=[CH:21][CH:22]=3)[C@H:17]([O:24][C:25]3[CH:26]=[CH:27][C:28]4[N:29]([C:31]([N:34]5[CH2:39][CH2:38][CH2:37][CH2:36][C@@H:35]5[CH3:40])=[N:32][N:33]=4)[CH:30]=3)[CH2:16][CH2:15]2)=[O:12])[N:7]([C:41]2[CH:46]=[CH:45][CH:44]=[C:43]([CH2:47][CH2:48][N:54]3[CH2:59][CH2:58][CH2:57][CH2:56][CH2:55]3)[CH:42]=2)[N:6]=1)([CH3:2])([CH3:3])[CH3:4] |f:3.4|.